Dataset: the Open Reaction Database (ORD), a public repository of structured organic reaction records. Task: describe an organic reaction: reactants, conditions, products, and yield The reactants are [Li]CCCC, CN(C)C=O, Oc1cc2ccsc2c(Cl)c1Cl, C1CCOC1. The product is O=Cc1cc2cc(O)c(Cl)c(Cl)c2s1. Reaction SMILES: [CH2:13]([Li:14])[CH2:15][CH2:16][CH3:17].[CH3:18][N:19]([CH:20]=[O:21])[CH3:22].[Cl:1][c:2]1[c:3]([OH:12])[cH:4][c:5]2[c:6]([s:7][cH:8][cH:9]2)[c:10]1[Cl:11].[O:23]1[CH2:24][CH2:25][CH2:26][CH2:27]1>>[Cl:1][c:2]1[c:3]([OH:12])[cH:4][c:5]2[c:6]([s:7][c:8]([CH:20]=[O:21])[cH:9]2)[c:10]1[Cl:11]. Reactants: CC(=O)[O-], CCO, Cc1ccc(-n2c(Cl)ccc2C=O)cc1, Cl, NO, [Na+]. Yields the product Cc1ccc(-n2c(Cl)ccc2C=NO)cc1. As a reaction SMILES: [CH3:20][C:21](=[O:22])[O-:23].[CH3:24][CH2:25][OH:26].[Cl:1][c:2]1[cH:3][cH:4][c:5]([CH:14]=[O:15])[n:6]1-[c:7]1[cH:8][cH:9][c:10]([CH3:13])[cH:11][cH:12]1.[ClH:16].[NH2:17][OH:18].[Na+:19]>>[Cl:1][c:2]1[cH:3][cH:4][c:5]([CH:14]=[N:17][OH:18])[n:6]1-[c:7]1[cH:8][cH:9][c:10]([CH3:13])[cH:11][cH:12]1. Starting materials: C1(CC1)CCNC=1C=C(C=CC1)C1=CC=C(C=C1)C(F)(F)F (N-(2-cyclopropylethyl)-N-[4′-(trifluoromethyl)-1,1′-biphenyl-3-yl]amine), BrCC1=CC(=C(OCC(=O)OCC)C=C1)C (ethyl [4-(bromomethyl)-2-methylphenoxy]acetate), C(C)(C)N(C(C)C)CC (N,N-diisopropyethylamine), resultant solution. Run in CC#N (MeCN). Run at time 2.5 hour. Product: C1(CC1)CCN(C=1C=C(C=CC1)C1=CC=C(C=C1)C(F)(F)F)CC1=CC(=C(OCC(=O)OCC)C=C1)C (Ethyl [4-({(2-cyclopropylethyl)[4′-(trifluoromethyl)-1,1′-biphenyl-3-yl]amino}methyl)-2-methylphenoxy]acetate). The yield is 83.5%. Reaction SMILES: [CH:1]1([CH2:4][CH2:5][NH:6][C:7]2[CH:8]=[C:9]([C:13]3[CH:18]=[CH:17][C:16]([C:19]([F:22])([F:21])[F:20])=[CH:15][CH:14]=3)[CH:10]=[CH:11][CH:12]=2)[CH2:3][CH2:2]1.Br[CH2:24][C:25]1[CH:37]=[CH:36][C:28]([O:29][CH2:30][C:31]([O:33][CH2:34][CH3:35])=[O:32])=[C:27]([CH3:38])[CH:26]=1.C(N(CC)C(C)C)(C)C>CC#N>[CH:1]1([CH2:4][CH2:5][N:6]([CH2:24][C:25]2[CH:37]=[CH:36][C:28]([O:29][CH2:30][C:31]([O:33][CH2:34][CH3:35])=[O:32])=[C:27]([CH3:38])[CH:26]=2)[C:7]2[CH:8]=[C:9]([C:13]3[CH:14]=[CH:15][C:16]([C:19]([F:20])([F:21])[F:22])=[CH:17][CH:18]=3)[CH:10]=[CH:11][CH:12]=2)[CH2:3][CH2:2]1. Procedure details: To a solution of N-(2-cyclopropylethyl)-N-[4′-(trifluoromethyl)-1,1′-biphenyl-3-yl]amine (100 mg, 0.33 mmol) in anhydrous MeCN (7 mL) under nitrogen at room temperature was added ethyl [4-(bromomethyl)-2-methylphenoxy]acetate (94 mg, 0.33 mmol) and N,N-diisopropyethylamine (57.5 μl, 0.33 mmol). The resultant solution was heated to reflux and stirred for 2.5 h. The reaction mixture was allowed to cool to room temperature and the solvent was removed in vacuo. The residue was partitioned between CH... Starting materials: N(=NC(=O)OCC)C(=O)OCC (Diethyl azodicarboxylate), ClC1=NC=NC2=CC(=C(C=C12)O)OC (4-chloro-7-methoxyquinazolin-6-ol), CN1CC(CC1)O (1-methylpyrrolidin-3-ol), C1(=CC=CC=C1)P(C1=CC=CC=C1)C1=CC=CC=C1 (triphenylphosphine), N(=NC(=O)OCC)C(=O)OCC (diethyl azodicarboxylate). The reagents and catalysts are C1(=CC=CC=C1)P(C1=CC=CC=C1)C1=CC=CC=C1 (triphenylphosphine). Run in mixture, CO (methanol), ClCCl (dichloromethane), ClCCl (dichloromethane). Conditions: time 1 hour. Product: ClC1=NC=NC2=CC(=C(C=C12)OC1CN(CC1)C)OC (4-chloro-7-methoxy-6-[(1-methylpyrrolidin-3-yl)oxy]quinazoline). Yield: 29.6%. RXN SMILES: N(C(OCC)=O)=NC(OCC)=O.[Cl:13][C:14]1[C:23]2[C:18](=[CH:19][C:20]([O:25][CH3:26])=[C:21]([OH:24])[CH:22]=2)[N:17]=[CH:16][N:15]=1.[CH3:27][N:28]1[CH2:32][CH2:31][CH:30](O)[CH2:29]1.C1(P(C2C=CC=CC=2)C2C=CC=CC=2)C=CC=CC=1>ClCCl.CO.C1(P(C2C=CC=CC=2)C2C=CC=CC=2)C=CC=CC=1>[Cl:13][C:14]1[C:23]2[C:18](=[CH:19][C:20]([O:25][CH3:26])=[C:21]([O:24][CH:30]3[CH2:31][CH2:32][N:28]([CH3:27])[CH2:29]3)[CH:22]=2)[N:17]=[CH:16][N:15]=1. Reported procedure: Diethyl azodicarboxylate (793 mg, 4.56 mmol) was added portionwise at room temperature to a stirred suspension of 4-chloro-7-methoxyquinazolin-6-ol (800 mg, 3.80 mmol), 1-methylpyrrolidin-3-ol (422 mg, 4.18 mmol) and triphenylphosphine (1.3 g, 4.96 mmol) in dichloromethane (16 ml). The reaction mixture was stirred for 1 hour and then a further portion of diethyl azodicarboxylate (360 ul) and triphenylphosphine (0.65 mg) were added. The mixture was stirred for 1 hour and the resulting orange solu... Reactants: Cc1noc(N)c1Br, CCCCc1sc2ccccc2c1S(=O)(=O)Cl, C1CCOC1, [H-], [Na+]. The product is CCCCc1sc2ccccc2c1S(=O)(=O)Nc1onc(C)c1Br. Reaction SMILES: [Br:1][c:2]1[c:3]([CH3:8])[n:4][o:5][c:6]1[NH2:7].[CH2:11]([CH2:12][CH2:13][CH3:14])[c:15]1[c:16]([S:24](=[O:25])(=[O:26])[Cl:27])[c:17]2[c:18]([s:19]1)[cH:20][cH:21][cH:22][cH:23]2.[CH2:28]1[O:29][CH2:30][CH2:31][CH2:32]1.[H-:10].[Na+:9]>>[Br:1][c:2]1[c:3]([CH3:8])[n:4][o:5][c:6]1[NH:7][S:24]([c:16]1[c:15]([CH2:11][CH2:12][CH2:13][CH3:14])[s:19][c:18]2[c:17]1[cH:23][cH:22][cH:21][cH:20]2)(=[O:25])=[O:26]. Starting materials: O=C([O-])[O-], C=CCCl, [K+], [K+], O=C1Nc2ccccc2C1=O, CN(C)C=O. The product is C=CCN1C(=O)C(=O)c2ccccc21. As a reaction SMILES: [C:16](=[O:17])([O-:18])[O-:19].[CH2:12]([CH:13]=[CH2:14])[Cl:15].[K+:20].[K+:21].[O:1]=[C:2]1[NH:3][c:4]2[cH:5][cH:6][cH:7][cH:8][c:9]2[C:10]1=[O:11].[O:22]=[CH:23][N:24]([CH3:25])[CH3:26]>>[O:1]=[C:2]1[N:3]([CH2:14][CH:13]=[CH2:12])[c:4]2[cH:5][cH:6][cH:7][cH:8][c:9]2[C:10]1=[O:11]. Reactants: Cc1cc(OC(F)(F)F)ccc1C(=O)O, N, CN(C)C=O, O=S(Cl)Cl. Product: Cc1cc(OC(F)(F)F)ccc1C(N)=O. Reaction SMILES: [CH3:1][c:2]1[c:3]([C:4](=[O:5])[OH:6])[cH:7][cH:8][c:9]([O:11][C:12]([F:13])([F:14])[F:15])[cH:10]1.[NH3:20].[O:21]=[CH:22][N:23]([CH3:24])[CH3:25].[S:16]([Cl:17])([Cl:18])=[O:19]>>[CH3:1][c:2]1[c:3]([C:4](=[O:5])[NH2:20])[cH:7][cH:8][c:9]([O:11][C:12]([F:13])([F:14])[F:15])[cH:10]1.